From a dataset of the Open Reaction Database (ORD), a public repository of structured organic reaction records. describe an organic reaction: reactants, conditions, products, and yield RXN SMILES: [CH2:1]([CH3:2])[O:3][C:4](=[O:5])[CH:6]1[CH2:7][N:8]([C:13](=[O:14])[O:15][C:16]([CH3:17])([CH3:18])[CH3:19])[CH2:9][CH2:10][CH:11]1[CH3:12].[CH3:20][OH:21].[ClH:24].[Li+:22].[O:25]1[CH2:26][CH2:27][CH2:28][CH2:29]1.[OH-:23]>>[O:3]=[C:4]([OH:5])[CH:6]1[CH2:7][N:8]([C:13](=[O:14])[O:15][C:16]([CH3:17])([CH3:18])[CH3:19])[CH2:9][CH2:10][CH:11]1[CH3:12]. The product is CC1CCN(C(=O)OC(C)(C)C)CC1C(=O)O. The reactants are CCOC(=O)C1CN(C(=O)OC(C)(C)C)CCC1C, CO, Cl, [Li+], C1CCOC1, [OH-]. Starting materials: NC(=S)N (thiourea), C(C)(=O)CC(C)=O (acetylacetone), Cl (hydrochloric acid). Solvent: C(C)O (ethanol). Yields the product Cl.SC1=NC(=CC(=N1)C)C (2-mercapto-4,6-dimethyl-pyrimidine hydrochloride). The yield is 80.0%. Reaction SMILES: [NH2:1][C:2]([NH2:4])=[S:3].[C:5]([CH2:8][C:9](=O)[CH3:10])(=O)[CH3:6].[ClH:12]>C(O)C>[ClH:12].[SH:3][C:2]1[N:4]=[C:9]([CH3:10])[CH:8]=[C:5]([CH3:6])[N:1]=1 |f:4.5|. Procedure: 76 Grams (1.0 mole) of thiourea was suspended in a solution of 120 g. (1.2 moles) of acetylacetone in 2,500 ml. of ethanol. The resulting suspension was mixed with 250 ml. of concentrated hydrochloric acid, and then reacted under reflux for 2 hours. After completion of the reaction, the reaction liquid was cooled, whereby beautiful yellow needle-like crystals of 2-mercapto-4,6-dimethyl-pyrimidine hydrochloride were formed. The reaction liquid was allowed to stand overnight to sufficiently deposi...